The task is: describe an organic reaction: reactants, conditions, products, and yield. This data is from the Open Reaction Database (ORD), a public repository of structured organic reaction records. Starting materials: C1=CN(C=N1)C(=O)N2C=CN=C2 (Carbonyl-1,1′-diimidazole), NC1=C(C(=O)O)C=CC(=C1)Cl (2-amino-4-chlorobenzoic acid), CN (methylamine). The solvent is C1CCOC1 (THF), C1CCOC1 (THF). Conditions: time 3 hour. Yields the product NC1=C(C(=O)NC)C=CC(=C1)Cl (2-amino-4-chloro-N-methylbenzamide). Isolated yield 74.3%. RXN SMILES: C1N=C[N:3](C(N2C=NC=C2)=O)[CH:2]=1.[NH2:13][C:14]1[CH:22]=[C:21]([Cl:23])[CH:20]=[CH:19][C:15]=1[C:16](O)=[O:17].CN>C1COCC1>[NH2:13][C:14]1[CH:22]=[C:21]([Cl:23])[CH:20]=[CH:19][C:15]=1[C:16]([NH:3][CH3:2])=[O:17]. Reported procedure: Carbonyl-1,1′-diimidazole (1.70 g) was added to 2-amino-4-chlorobenzoic acid (1.50 g) in THF (22.2 mL). After stirring overnight a solution of methylamine in THF (2M, 6.6 mL) was added and the reaction stirred for 3 hours. The reaction was concentrated in vacuo and the residue dissolved in EtOAc (100 mL) and saturated aqueous sodium bicarbonate solution (50 mL). The organics were then washed with saturated aqueous sodium bicarbonate solution (50 mL) and then water (2×100 mL). The organics were e...